Dataset: the Open Reaction Database (ORD), a public repository of structured organic reaction records. Task: describe an organic reaction: reactants, conditions, products, and yield The reactants are ClC1=C(C=O)C=CC=C1Cl (2,3-dichlorobenzaldehyde), C(C(=O)C)C1=NOC=N1 (3-acetonyl-1,2,4-oxadiazole), C(CC(=O)C)(=O)OC(C)CC (sec.-butyl acetoacetate), N (ammonia). Solvent: C(C)O (ethanol). Reaction conditions: time 6 hour. The product is CC=1NC(=C(C(C1C(=O)OC(C)CC)C1=C(C(=CC=C1)Cl)Cl)C1=NC(=NO1)CC1=CC=CC=C1)C (Sec.-butyl 1,4-dihydro-2,6-dimethyl-4-(2,3-dichlorophenyl)-5-(3-benzyl-1,2,4-oxadiazol-5-yl)pyridine-3-carboxylate). Reaction SMILES: [Cl:1][C:2]1[C:9]([Cl:10])=[CH:8][CH:7]=[CH:6][C:3]=1[CH:4]=O.[CH2:11]([C:15]1[N:19]=[CH:18][O:17][N:16]=1)[C:12]([CH3:14])=O.[C:20]([O:26][CH:27]([CH2:29][CH3:30])[CH3:28])(=[O:25])[CH2:21][C:22]([CH3:24])=O.[NH3:31]>C(O)C>[CH3:24][C:22]1[NH:31][C:7]([CH3:8])=[C:6]([C:18]2[O:17][N:16]=[C:15]([CH2:11][C:12]3[CH:4]=[CH:3][CH:2]=[CH:9][CH:14]=3)[N:19]=2)[CH:4]([C:3]2[CH:6]=[CH:7][CH:8]=[C:9]([Cl:10])[C:2]=2[Cl:1])[C:21]=1[C:20]([O:26][CH:27]([CH2:29][CH3:30])[CH3:28])=[O:25]. Procedure: 1.75 g of 2,3-dichlorobenzaldehyde, 2.2 g of 3-acetonyl-1,2,4-oxadiazole, 1.6 g of sec.-butyl acetoacetate and 1.2 g of 25% strength aqueous ammonia solution in 50 ml of ethanol are heating to boiling for 6 hours. After concentrating, there remains an oily residue which is triturated with ether/petroleum ether and gradually crystallises. The resulting solid is then recrystallised from ethyl acetate/isopropanol: melting point=116° to 117° C. Reactants: CCO, O=C1Nc2cccnc2N(C(=O)CCCl)c2ccccc21, NCc1ccccc1, [Na+], [Na+], O=C([O-])[O-]. The product is O=C1Nc2cccnc2N(C(=O)CCNCc2ccccc2)c2ccccc21. As a reaction SMILES: [CH3:36][CH2:37][OH:38].[Cl:1][CH2:2][CH2:3][C:4](=[O:5])[N:6]1[c:7]2[c:8]([cH:18][cH:19][cH:20][n:21]2)[NH:9][C:10](=[O:17])[c:11]2[c:12]1[cH:13][cH:14][cH:15][cH:16]2.[NH2:28][CH2:29][c:30]1[cH:31][cH:32][cH:33][cH:34][cH:35]1.[Na+:22].[Na+:23].[O-:24][C:25](=[O:26])[O-:27]>>[CH2:2]([CH2:3][C:4](=[O:5])[N:6]1[c:7]2[c:8]([cH:18][cH:19][cH:20][n:21]2)[NH:9][C:10](=[O:17])[c:11]2[c:12]1[cH:13][cH:14][cH:15][cH:16]2)[NH:28][CH2:29][c:30]1[cH:31][cH:32][cH:33][cH:34][cH:35]1. As a reaction SMILES: [C:1]([c:2]1[cH:3][cH:4][cH:5][cH:6][cH:7]1)(=[O:8])[S:9][CH2:10][C:11](=[O:12])[NH:13][CH2:14][C:15](=[O:16])[NH:17][CH2:18][C:19](=[O:20])[NH:21][CH2:22][C:23](=[O:24])[OH:25].[CH:34]1([N:35]=[C:36]=[N:37][CH:38]2[CH2:39][CH2:40][CH2:41][CH2:42][CH2:43]2)[CH2:44][CH2:45][CH2:46][CH2:47][CH2:48]1.[O:49]1[CH2:50][CH2:51][CH2:52][CH2:53]1.[OH:26][N:27]1[C:28](=[O:33])[CH2:29][CH2:30][C:31]1=[O:32]>>[C:1]([c:2]1[cH:3][cH:4][cH:5][cH:6][cH:7]1)(=[O:8])[S:9][CH2:10][C:11](=[O:12])[N:13]([CH2:14][C:15](=[O:16])[NH:17][CH2:18][C:19](=[O:20])[NH:21][CH2:22][C:23](=[O:24])[OH:25])[N:27]1[C:28](=[O:33])[CH2:29][CH2:30][C:31]1=[O:32]. Starting materials: O=C(O)CNC(=O)CNC(=O)CNC(=O)CSC(=O)c1ccccc1, C(=NC1CCCCC1)=NC1CCCCC1, C1CCOC1, O=C1CCC(=O)N1O. The product is O=C(O)CNC(=O)CNC(=O)CN(C(=O)CSC(=O)c1ccccc1)N1C(=O)CCC1=O. The reactants are BrC=1C=C(C(=NC1)C#N)SC1=CC(=CC=C1)OC (5-bromo-3-(3-methoxyphenylthio)picolinonitrile), BrC=1C=C(C=CC1)O (3-bromophenol), CN(C)C=O (DMF), [H-].[Na+] (NaH). The solvent is O (water). Conditions: time 24 hour. Yields the product BrC=1C=C(OC=2C=C(C(=NC2)C#N)SC2=CC(=CC=C2)OC)C=CC1 (5-(3-bromophenoxy)-3-(3-methoxyphenylthio) picolinonitrile). Yield: 81.7%. Reaction SMILES: Br[C:2]1[CH:3]=[C:4]([S:10][C:11]2[CH:16]=[CH:15][CH:14]=[C:13]([O:17][CH3:18])[CH:12]=2)[C:5]([C:8]#[N:9])=[N:6][CH:7]=1.[Br:19][C:20]1[CH:21]=[C:22]([OH:26])[CH:23]=[CH:24][CH:25]=1.CN(C=O)C.[H-].[Na+]>O>[Br:19][C:20]1[CH:21]=[C:22]([CH:23]=[CH:24][CH:25]=1)[O:26][C:2]1[CH:3]=[C:4]([S:10][C:11]2[CH:16]=[CH:15][CH:14]=[C:13]([O:17][CH3:18])[CH:12]=2)[C:5]([C:8]#[N:9])=[N:6][CH:7]=1 |f:3.4|. Procedure details: A 10 mL round-bottomed flask was charged with 5-bromo-3-(3-methoxyphenylthio)picolinonitrile (214 mg, 0.666 mmol), 3-bromophenol (138 mg, 0.800 mmol), and DMF (6 mL). NaH (24.0 mg, 0.999 mmol) was added and reaction stirred at room temperature for 24 hours. The reaction was poured into water and extracted with EtOAc. The organic layer was dried over sodium sulfate, filtered and concentrated. The resulting residue was purified on silica gel (10% EtOAc in Hexanes) to afford the title compound (225... Conditions: temperature -78 celsius, time 1.5 hour. As a reaction SMILES: CON(C)[C:4]([C:6]1[N:7]=[N:8][CH:9]=[CH:10][CH:11]=1)=[O:5].[Li+].[CH3:14][Si]([N-][Si](C)(C)C)(C)C>C1COCC1>[N:8]1[CH:9]=[CH:10][CH:11]=[C:6]([CH:4]([OH:5])[CH3:14])[N:7]=1 |f:1.2|. Solvent: C1CCOC1 (THF), C1CCOC1 (THF). Procedure: To a solution of compound 2 (6.35 g, 21 mmol) in THF (20 mL) was added LiHMDS (1 M in THF, 22 mL, 22 mmol) via a syringe at −78° C. under a nitrogen atmosphere. After 1 h a solution of compound 2A (3.31 g, 20.66 mmol) in THF (32 mL) was added dropwise at −78° C. The mixture was stirred at −78° C. for 1.5 h then quenched by addition of a solution of sat. NH4Cl (50 mL), the resulting mixture was stirred overnight at room temperature, extracted with ethyl acetate (3×100 mL). The combined organic la... Yield: 123.1%. Reactants: CON(C(=O)C=1N=NC=CC1)C (N-methoxy-N-methylpyridazine-3-carboxamide), [Li+].C[Si](C)(C)[N-][Si](C)(C)C (LiHMDS), compound 2A. Product: N1=NC(=CC=C1)C(C)O (1-(pyridazin-3-yl)ethanol).